From a dataset of the Open Reaction Database (ORD), a public repository of structured organic reaction records. describe an organic reaction: reactants, conditions, products, and yield The reactants are [OH-].[Na+] (sodium hydroxide), BrC=1C=C2C(=NC=NC2=CC1OCC=1C=NC=C(C1)SC)NC(C)C (6-Bromo-N-isopropyl-7-{[5-(methylsulphanyl)pyridin-3-yl]methoxy}quinazolin-4-amine), ClC1=CC(=CC=C1)C(=O)OO (meta-chloroperbenzoic acid). Solvent: C(Cl)(Cl)Cl (chloroform). Run at temperature 0 celsius, time 45 minute. The product is →, BrC=1C=C2C(=NC=NC2=CC1OCC=1C=NC=C(C1)S(=O)C)NC(C)C (6-Bromo-N-isopropyl-7-{[5-(methylsulphinyl)pyridin-3-yl]methoxy}quinazolin-4-amine). Isolated yield 74.0%. As a reaction SMILES: [Br:1][C:2]1[CH:3]=[C:4]2[C:9](=[CH:10][C:11]=1[O:12][CH2:13][C:14]1[CH:15]=[N:16][CH:17]=[C:18]([S:20][CH3:21])[CH:19]=1)[N:8]=[CH:7][N:6]=[C:5]2[NH:22][CH:23]([CH3:25])[CH3:24].ClC1C=CC=C(C(OO)=[O:34])C=1.[OH-].[Na+]>C(Cl)(Cl)Cl>[Br:1][C:2]1[CH:3]=[C:4]2[C:9](=[CH:10][C:11]=1[O:12][CH2:13][C:14]1[CH:15]=[N:16][CH:17]=[C:18]([S:20]([CH3:21])=[O:34])[CH:19]=1)[N:8]=[CH:7][N:6]=[C:5]2[NH:22][CH:23]([CH3:25])[CH3:24] |f:2.3|. Procedure: 6-Bromo-N-isopropyl-7-{[5-(methylsulphanyl)pyridin-3-yl]methoxy}quinazolin-4-amine (430 mg, 1.03 mmol) is presented as an initial charge in 20 mL of chloroform and at 0° C. and at 0° C. admixed with meta-chloroperbenzoic acid (260 mg, 1.13 mmol). The batch is subsequently stirred at 0° C. for 45 minutes. The batch is introduced into 2N aqueous sodium hydroxide solution. The mixture is extracted with dichloro-methane, the organic phase is dried over sodium sulphate and the solvent is concentrated... The reactants are CCCC[Sn](Cl)(CCCC)CCCC, C1CCOC1, CC(C)[Mg+], [Cl-], Clc1ccnc2cc(I)sc12. Yields the product CCCC[Sn](CCCC)(CCCC)c1cc2nccc(Cl)c2s1. RXN SMILES: [CH2:17]([CH2:18][CH2:19][CH3:20])[Sn:21]([CH2:22][CH2:23][CH2:24][CH3:25])([CH2:26][CH2:27][CH2:28][CH3:29])[Cl:30].[CH2:31]1[O:32][CH2:33][CH2:34][CH2:35]1.[CH:13]([Mg+:14])([CH3:15])[CH3:16].[Cl-:12].[Cl:1][c:2]1[c:3]2[c:4]([n:5][cH:6][cH:7]1)[cH:8][c:9]([I:11])[s:10]2>>[Cl:1][c:2]1[c:3]2[c:4]([n:5][cH:6][cH:7]1)[cH:8][c:9]([Sn:21]([CH2:17][CH2:18][CH2:19][CH3:20])([CH2:22][CH2:23][CH2:24][CH3:25])[CH2:26][CH2:27][CH2:28][CH3:29])[s:10]2. The reactants are O=C1CCC(C2=CC=CC=C12)NC=O (N-(1,2,3,4-tetrahydro-4-oxo-1-naphthyl)formamide), Cl (hydrochloric acid). Run in C(C)O (ethanol). Conditions: time 2 day. The product is Cl.O=C1CCC(C2=CC=CC=C12)N (1,2,3,4-Tetrahydro-4-oxo-1-naphthylamine hydrochloride). As a reaction SMILES: [O:1]=[C:2]1[C:11]2[C:6](=[CH:7][CH:8]=[CH:9][CH:10]=2)[CH:5]([NH:12]C=O)[CH2:4][CH2:3]1.[ClH:15]>C(O)C>[ClH:15].[O:1]=[C:2]1[C:11]2[C:6](=[CH:7][CH:8]=[CH:9][CH:10]=2)[CH:5]([NH2:12])[CH2:4][CH2:3]1 |f:3.4|. Reported procedure: A solution of 19.6 g of N-(1,2,3,4-tetrahydro-4-oxo-1-naphthyl)formamide in 214 ml of 95% ethanol and 214 ml of 2N hydrochloric acid is heated at reflux for 3 hours and then stirred at room temperature for 2 days. The solution is filtered and the filtrate concentrated in vacuo to afford a dark residue. The residue is dried using ethanol to remove water in vacuo and this procedure affords 20.2 g of the title compound, melting point 200° C to 216° C (dec.). The reactants are C(C)(=O)OC(C)=O (Acetic anhydride), COC1=CC=C(CNC2=C(C=NC(=C2)Br)N)C=C1 (N4-(4-methoxybenzyl)-6-bromopyridine-3,4-diamine). Solvent: C(C)OC(OCC)OCC (triethylorthoformate). Reaction conditions: temperature 100 celsius. Yields the product COC1=CC=C(CN2C=NC=3C=NC(=CC32)Br)C=C1 (1-(4-methoxybenzyl)-6-bromo-1H-imidazo[4,5-c]pyridine). Yield: 108.8%. Reaction SMILES: [C:1](OC(=O)C)(=O)C.[CH3:8][O:9][C:10]1[CH:25]=[CH:24][C:13]([CH2:14][NH:15][C:16]2[CH:21]=[C:20]([Br:22])[N:19]=[CH:18][C:17]=2[NH2:23])=[CH:12][CH:11]=1>C(OC(OCC)OCC)C>[CH3:8][O:9][C:10]1[CH:11]=[CH:12][C:13]([CH2:14][N:15]2[C:16]3[CH:21]=[C:20]([Br:22])[N:19]=[CH:18][C:17]=3[N:23]=[CH:1]2)=[CH:24][CH:25]=1. Reported procedure: Acetic anhydride (1.28 mL, 13.6 mmol) was added to a solution of N4-(4-methoxybenzyl)-6-bromopyridine-3,4-diamine (1.05 g, 3.41 mmol) in triethylorthoformate (13 mL). The mixture was heated at 100° C. for 18 hours and then concentrated to give the title compound as a brown oil (1.18 g, quantitative). 1H NMR (d6-DMSO, 400 MHz) δ 8.75 (s, 1H), 8.60 (s, 1H), 8.00 (s, 1H), 7.35 (d, 2H, J=8.8 Hz), 6.90 (d, 2H, J=8.8 Hz), 5.45 (s, 2H), 3.70 (s, 3H). LCMS (2) Rt=2.27 min; m/z (ESI+) 318, 320 (MH+). Starting materials: ClC(Cl)Cl, Cc1ccnc(Cl)c1, O=C(OO)c1cccc(Cl)c1. Yields the product Cc1cc[n+]([O-])c(Cl)c1. Reaction SMILES: [CH:20]([Cl:21])([Cl:22])[Cl:23].[Cl:12][c:13]1[n:14][cH:15][cH:16][c:17]([CH3:19])[cH:18]1.[OH:1][O:2][C:3]([c:4]1[cH:5][c:6]([Cl:7])[cH:8][cH:9][cH:10]1)=[O:11]>>[O-:1][n+:14]1[c:13]([Cl:12])[cH:18][c:17]([CH3:19])[cH:16][cH:15]1. Reactants: c1ccc(CNC23CCC(c4n[nH]c5cnc6[nH]ccc6c45)(CC2)CC3)cc1, CO, O=C[O-], Cl, [NH4+]. The product is NC12CCC(c3n[nH]c4cnc5[nH]ccc5c34)(CC1)CC2. RXN SMILES: [CH2:2]([c:3]1[cH:4][cH:5][cH:6][cH:7][cH:8]1)[NH:9][C:10]12[CH2:11][CH2:12][C:13]([c:18]3[n:19][nH:20][c:21]4[c:22]3[c:23]3[c:24]([n:25][cH:26]4)[nH:27][cH:28][cH:29]3)([CH2:14][CH2:15]1)[CH2:16][CH2:17]2.[CH3:34][OH:35].[CH:30]([O-:31])=[O:32].[ClH:1].[NH4+:33]>>[NH2:9][C:10]12[CH2:11][CH2:12][C:13]([c:18]3[n:19][nH:20][c:21]4[c:22]3[c:23]3[c:24]([n:25][cH:26]4)[nH:27][cH:28][cH:29]3)([CH2:14][CH2:15]1)[CH2:16][CH2:17]2. Starting materials: BrCC1=C(C=CC(=C1)[N+](=O)[O-])F (2-(bromomethyl)-1-fluoro-4-nitrobenzene), CN1CCNCC1 (1-methylpiperazine), CCN(C(C)C)C(C)C (DIEA). Solvent: C1CCOC1 (THF), C1CCOC1 (THF). Conditions: time 8 hour. Yields the product FC1=C(CN2CCN(CC2)C)C=C(C=C1)[N+](=O)[O-] (1-(2-fluoro-5-nitrobenzyl)-4-methylpiperazine). The yield is 69.7%. As a reaction SMILES: Br[CH2:2][C:3]1[CH:8]=[C:7]([N+:9]([O-:11])=[O:10])[CH:6]=[CH:5][C:4]=1[F:12].[CH3:13][N:14]1[CH2:19][CH2:18][NH:17][CH2:16][CH2:15]1.CCN(C(C)C)C(C)C>C1COCC1>[F:12][C:4]1[CH:5]=[CH:6][C:7]([N+:9]([O-:11])=[O:10])=[CH:8][C:3]=1[CH2:2][N:17]1[CH2:18][CH2:19][N:14]([CH3:13])[CH2:15][CH2:16]1. Procedure details: A solution of ˜80% pure 2-(bromomethyl)-1-fluoro-4-nitrobenzene (0.956 g, 3.27 mmol) in THF (10 mL) was added slowly drop-wise to a −20° C. solution of 1-methylpiperazine (0.393 g, 3.92 mmol) and DIEA (1.142 mL, 6.54 mmol) in THF (20 mL), the mixture allowed to warm slowly to RT and stirred overnight. The resulting solid was removed via filtration and the filtrate was concentrated to dryness and purified via silica gel chromatography (EtOAc, MeOH/DCM) to afford 1-(2-fluoro-5-nitrobenzyl)-4-methy...